Dataset: the Open Reaction Database (ORD), a public repository of structured organic reaction records. Task: describe an organic reaction: reactants, conditions, products, and yield The reactants are CC(C)(C)OC(=O)N1CCN(c2cnc3ccccc3n2)CC1, Cl, C1COCCO1. Product: Cl, c1ccc2nc(N3CCNCC3)cnc2c1. As a reaction SMILES: [C:1]([O:2][C:3](=[O:4])[N:8]1[CH2:9][CH2:10][N:11]([c:14]2[n:15][c:16]3[cH:17][cH:18][cH:19][cH:20][c:21]3[n:22][cH:23]2)[CH2:12][CH2:13]1)([CH3:5])([CH3:6])[CH3:7].[ClH:24].[O:25]1[CH2:26][CH2:27][O:28][CH2:29][CH2:30]1>>[ClH:24].[NH:8]1[CH2:9][CH2:10][N:11]([c:14]2[n:15][c:16]3[cH:17][cH:18][cH:19][cH:20][c:21]3[n:22][cH:23]2)[CH2:12][CH2:13]1.